From a dataset of the Open Reaction Database (ORD), a public repository of structured organic reaction records. describe an organic reaction: reactants, conditions, products, and yield Reactants: c1ccc2c(c1)CCN2, CCO, Cl, Nc1c(Cl)ncnc1Cl, O. The product is Nc1c(Cl)ncnc1N1CCc2ccccc21. RXN SMILES: [CH2:10]1[CH2:11][c:12]2[cH:13][cH:14][cH:15][cH:16][c:17]2[NH:18]1.[CH3:20][CH2:21][OH:22].[ClH:19].[NH2:1][c:2]1[c:3]([Cl:9])[n:4][cH:5][n:6][c:7]1[Cl:8].[OH2:23]>>[NH2:1][c:2]1[c:3]([N:18]2[CH2:10][CH2:11][c:12]3[cH:13][cH:14][cH:15][cH:16][c:17]32)[n:4][cH:5][n:6][c:7]1[Cl:8]. Starting materials: C1(CC1)C(=CC(=O)OCC)C1=CC(=NC=C1)COCOC (ethyl 3-cyclopropyl-3-(2-((methoxymethoxy)methyl)pyridin-4-yl)acrylate). Reagents/catalysts: [Zn] (zinc). Solvent: C(C)(=O)O (acetic acid). Conditions: time 10 minute. The product is C1(CC1)C(CC(=O)OCC)C1=CC(=NC=C1)CO (ethyl 3-cyclopropyl-3-(2-(hydroxymethyl)pyridin-4-yl)propanoate). The yield is 57.2%. As a reaction SMILES: [CH:1]1([C:4]([C:11]2[CH:16]=[CH:15][N:14]=[C:13]([CH2:17][O:18]COC)[CH:12]=2)=[CH:5][C:6]([O:8][CH2:9][CH3:10])=[O:7])[CH2:3][CH2:2]1>C(O)(=O)C.[Zn]>[CH:1]1([CH:4]([C:11]2[CH:16]=[CH:15][N:14]=[C:13]([CH2:17][OH:18])[CH:12]=2)[CH2:5][C:6]([O:8][CH2:9][CH3:10])=[O:7])[CH2:2][CH2:3]1. Procedure details: To a solution of ethyl 3-cyclopropyl-3-(2-((methoxymethoxy)methyl)pyridin-4-yl)acrylate (1.28 g) in acetic acid (20 mL) was added zinc powder (2.87 g) at 20° C., and the mixture was stirred at room temperature for 10 min. The reaction mixture was filtered, and the solvent of the filtrate was evaporated under reduced pressure. The residue was dissolved in THF (30 mL), and conc. sulfuric acid (3.51 mL) was added. The reaction mixture was stirred at 60° C. for 1 hr, and further heated under reflux ... Starting materials: ClC=1N=C(C(=NC1)N)OCC=1C=NC=CC1 (5-chloro-3-(3-pyridinylmethoxy)-2-pyrazinamine), ClC=1C(=C(C=CC1)S(=O)(=O)Cl)C (3-chloro-2-methylbenzenesulphonyl chloride). Product: ClC=1C(=C(C=CC1)S(=O)(=O)NC1=NC=C(N=C1OCC=1C=NC=CC1)Cl)C (3-Chloro-N-[5-chloro-3-(3-pyridinylmethoxy)-2-pyrazinyl]-2-methylbenzenesulphonamide). Reaction SMILES: [Cl:1][C:2]1[N:3]=[C:4]([O:9][CH2:10][C:11]2[CH:12]=[N:13][CH:14]=[CH:15][CH:16]=2)[C:5]([NH2:8])=[N:6][CH:7]=1.[Cl:17][C:18]1[C:19]([CH3:28])=[C:20]([S:24](Cl)(=[O:26])=[O:25])[CH:21]=[CH:22][CH:23]=1>>[Cl:17][C:18]1[C:19]([CH3:28])=[C:20]([S:24]([NH:8][C:5]2[C:4]([O:9][CH2:10][C:11]3[CH:12]=[N:13][CH:14]=[CH:15][CH:16]=3)=[N:3][C:2]([Cl:1])=[CH:7][N:6]=2)(=[O:26])=[O:25])[CH:21]=[CH:22][CH:23]=1. Reported procedure: Prepared by the method of Example 1 (reaction performed at room temperature) using 5-chloro-3-(3-pyridinylmethoxy)-2-pyrazinamine (Example 95a) (0.1 g) and 3-chloro-2-methylbenzenesulphonyl chloride (0.09 g). Yield 0.012 g. Starting materials: COC=1C=C(C=C2C(=C(C=NC12)C#N)O)[N+](=O)[O-] (8-Methoxy-4-hydroxy-6-nitro-quinoline-3-carbonitrile), P(Cl)(Cl)(Cl)(Cl)Cl (phosphorous pentachloride), P(=O)(Cl)(Cl)Cl (phosphorous oxychloride). The solvent is CCCCCC (hexane). Yields the product ClC1=C(C=NC2=C(C=C(C=C12)[N+](=O)[O-])OC)C#N (4-Chloro-8-methoxy-6-nitro-quinoline-3-carbonitrile). The yield is 48.6%. RXN SMILES: [CH3:1][O:2][C:3]1[CH:4]=[C:5]([N+:16]([O-:18])=[O:17])[CH:6]=[C:7]2[C:12]=1[N:11]=[CH:10][C:9]([C:13]#[N:14])=[C:8]2O.P(Cl)(Cl)(Cl)(Cl)[Cl:20].P(Cl)(Cl)(Cl)=O>CCCCCC>[Cl:20][C:8]1[C:7]2[C:12](=[C:3]([O:2][CH3:1])[CH:4]=[C:5]([N+:16]([O-:18])=[O:17])[CH:6]=2)[N:11]=[CH:10][C:9]=1[C:13]#[N:14]. Procedure: A mixture of 4 g (16 mmol) of 8-Methoxy-4-hydroxy-6-nitro-quinoline-3-carbonitrile, 6.66 g (32 mmol) of phosphorous pentachloride, and 15 ml of phosphorous oxychloride was refluxed for 2.5 hours. The mixture was diluted with hexane and the solid was collected. The solid was dissolved in 500 ml of ethyl acetate and washed with cold diluted sodium hydroxide solution. The solution was dried over magnesium sulfate and filtered through a pad of silica gel. The solvent was removed giving 2.05 g of tan... Reactants: CON=C(C#N)C=1C=NC=CC1 (α-(Methoxyimino)-α-(pyridin-3-yl) acetonitrile), CI (methyl iodide). Run in CO (methanol). Product: [I-].CON=C(C#N)C=1C=[N+](C=CC1)C (α-(Methoxyimino)-α-(1-methylpyridinium-3-yl)acetonitrile iodide). Yield: 100.0%. Reaction SMILES: [CH3:1][O:2][N:3]=[C:4]([C:7]1[CH:8]=[N:9][CH:10]=[CH:11][CH:12]=1)[C:5]#[N:6].[CH3:13][I:14]>CO>[I-:14].[CH3:1][O:2][N:3]=[C:4]([C:7]1[CH:8]=[N+:9]([CH3:13])[CH:10]=[CH:11][CH:12]=1)[C:5]#[N:6] |f:3.4|. Procedure details: α-(Methoxyimino)-α-(pyridin-3-yl) acetonitrile (D2) (0.155 g, 0.00096 mol) was heated under reflux with methyl iodide (5 ml) in methanol (5 ml) for 60 h. The mixture was evaporated to dryness to give the title compound (D3) (0.3 g, 100%) which was used without further purification. Starting materials: NC1=C(C=C(C=C1)C1=CN(C=2N=CN=C(C21)N)C2CCCC2)OC (5-(4-amino-3-methoxyphenyl)-7-cyclopentyl-7H-pyrrolo[2,3-d]pyrimidin-4-amine), ClC(=O)OCC1=CC=CC=C1 (benzyl chloroformate), N1=CC=CC=C1 (pyridine), ClCCl (dichloromethane). Solvent: O (water). The product is NC=1C2=C(N=CN1)N(C=C2C2=CC(=C(C=C2)NC(OCC2=CC=CC=C2)=O)OC)C2CCCC2 (benzyl N-[4-(4-amino-7-cyclopentyl-7H-pyrrolo[2,3-d]pyrimidin-5-yl)-2-methoxyphenyl]carbamate). Yield: 5.0%. Reaction SMILES: [NH2:1][C:2]1[CH:7]=[CH:6][C:5]([C:8]2[C:16]3[C:15]([NH2:17])=[N:14][CH:13]=[N:12][C:11]=3[N:10]([CH:18]3[CH2:22][CH2:21][CH2:20][CH2:19]3)[CH:9]=2)=[CH:4][C:3]=1[O:23][CH3:24].Cl[C:26]([O:28][CH2:29][C:30]1[CH:35]=[CH:34][CH:33]=[CH:32][CH:31]=1)=[O:27].N1C=CC=CC=1.ClCCl>O>[NH2:17][C:15]1[C:16]2[C:8]([C:5]3[CH:6]=[CH:7][C:2]([NH:1][C:26](=[O:27])[O:28][CH2:29][C:30]4[CH:35]=[CH:34][CH:33]=[CH:32][CH:31]=4)=[C:3]([O:23][CH3:24])[CH:4]=3)=[CH:9][N:10]([CH:18]3[CH2:22][CH2:21][CH2:20][CH2:19]3)[C:11]=2[N:12]=[CH:13][N:14]=1. Reported procedure: A mixture of 5-(4-amino-3-methoxyphenyl)-7-cyclopentyl-7H-pyrrolo[2,3-d]pyrimidin-4-amine (0.025 g, 0.08 mmol), benzyl chloroformate (0.016 g, 0.09 mmol), pyridine (0.50 ml) and dichloromethane (0.50 ml) was stirred at room temperature over the weekend and poured into water. The resulting precipitate was collected by filteration and purified by flash column chromatography on silica using ethyl acetate/n-heptane (9:1) as the mobile phase to give benzyl N-[4-(4-amino-7-cyclopentyl-7H-pyrrolo[2,3-d... Yields the product CC(C)N(CCC(c1ccccc1)c1cc(CCCCOc2ccc(CCNCC(O[Si](C)(C)C(C)(C)C)c3ccc(O)c(CO)c3)cc2)ccc1O)C(C)C. RXN SMILES: [CH2:1]([c:2]1[cH:3][cH:4][cH:5][cH:6][cH:7]1)[O:8][c:9]1[c:10]([CH2:62][OH:63])[cH:11][c:12]([CH:15]([CH2:16][NH:17][CH2:18][CH2:19][c:20]2[cH:21][cH:22][c:23]([O:24][CH2:25][CH2:26][CH2:27][CH2:28][c:29]3[cH:30][c:31]([CH:36]([CH2:37][CH2:38][N:39]([CH:40]([CH3:41])[CH3:42])[CH:43]([CH3:44])[CH3:45])[c:46]4[cH:47][cH:48][cH:49][cH:50][cH:51]4)[c:32]([OH:35])[cH:33][cH:34]3)[cH:52][cH:53]2)[O:54][Si:55]([CH3:56])([CH3:57])[C:58]([CH3:59])([CH3:60])[CH3:61])[cH:13][cH:14]1.[CH3:68][CH2:69][OH:70].[CH:64]([O-:65])=[O:66].[NH4+:67].[OH-:71].[OH-:73].[Pd+2:72]>>[OH:8][c:9]1[c:10]([CH2:62][OH:63])[cH:11][c:12]([CH:15]([CH2:16][NH:17][CH2:18][CH2:19][c:20]2[cH:21][cH:22][c:23]([O:24][CH2:25][CH2:26][CH2:27][CH2:28][c:29]3[cH:30][c:31]([CH:36]([CH2:37][CH2:38][N:39]([CH:40]([CH3:41])[CH3:42])[CH:43]([CH3:44])[CH3:45])[c:46]4[cH:47][cH:48][cH:49][cH:50][cH:51]4)[c:32]([OH:35])[cH:33][cH:34]3)[cH:52][cH:53]2)[O:54][Si:55]([CH3:56])([CH3:57])[C:58]([CH3:59])([CH3:60])[CH3:61])[cH:13][cH:14]1. Starting materials: CC(C)N(CCC(c1ccccc1)c1cc(CCCCOc2ccc(CCNCC(O[Si](C)(C)C(C)(C)C)c3ccc(OCc4ccccc4)c(CO)c3)cc2)ccc1O)C(C)C, CCO, O=C[O-], [NH4+], [OH-], [OH-], [Pd+2]. Reactants: NC1=C(C(=O)O)C=CC(=C1)[N+](=O)[O-] (2-amino-4-nitro-benzoic acid), S(O)(O)(=O)=O (sulfuric acid), CO (methanol). Product: NC1=C(C(=O)OC)C=CC(=C1)[N+](=O)[O-] (methyl 2-amino-4-nitro-benzoate). Isolated yield 89.0%. RXN SMILES: [NH2:1][C:2]1[CH:10]=[C:9]([N+:11]([O-:13])=[O:12])[CH:8]=[CH:7][C:3]=1[C:4]([OH:6])=[O:5].S(=O)(=O)(O)O.[CH3:19]O>>[NH2:1][C:2]1[CH:10]=[C:9]([N+:11]([O-:13])=[O:12])[CH:8]=[CH:7][C:3]=1[C:4]([O:6][CH3:19])=[O:5]. Procedure: A mixture of 118.8 g of 2-amino-4-nitro-benzoic acid, 1000 ml of methanol and 120 ml of concentrated sulfuric acid is heated at the boiling point for 16 hours. The mixture is concentrated under reduced pressure, the residue is taken up in ethyl acetate and the mixture is washed with saturated NaHCO3 solution. After drying over Na2SO4, the organic phase is concentrated. 114.2 g (89%) of methyl 2-amino-4-nitro-benzoate are thus obtained with a melting point (m.p.) of 156-158° C. Starting materials: CCN(CC)S(F)(F)F (DAST), C(C)(=O)O[C@@H]1C(O)O[C@H]([C@H]([C@H]1OC(C)=O)OC(C)=O)C ((2,3,4-Tri-O-acetyl)-L-fucopyranose), ice water. Run in C(Cl)Cl (methylene chloride). Run at time 4 hour. The product is C(C)(=O)O[C@@H]1C(O[C@H]([C@H]([C@H]1OC(C)=O)OC(C)=O)C)F ((2,3,4-tri-O-acetyl)-L-fucopyranosyl fluoride). Isolated yield 80.4%. RXN SMILES: [C:1]([O:4][C@H:5]1[C@H:11]([O:12][C:13](=[O:15])[CH3:14])[C@H:10]([O:16][C:17](=[O:19])[CH3:18])[C@H:9]([CH3:20])[O:8][CH:6]1O)(=[O:3])[CH3:2].CCN(S(F)(F)[F:27])CC>C(Cl)Cl>[C:1]([O:4][C@H:5]1[C@H:11]([O:12][C:13](=[O:15])[CH3:14])[C@H:10]([O:16][C:17](=[O:19])[CH3:18])[C@H:9]([CH3:20])[O:8][CH:6]1[F:27])(=[O:3])[CH3:2]. Reported procedure: (2,3,4-Tri-O-acetyl)-L-fucopyranose (13.1 g) is dissolved in methylene chloride (100 ml), and thereto is added with stirring DAST (10.9 g) under ice-cooling, and the mixture is stirred for 4 hours under ice-cooling. The reaction mixture is poured into ice-water (200 g), and the mixture is separated. The organic layer is dried, and concentrated under reduced pressure. The resulting residue is purified by silica gel column chromatography (n-hexane:ethyl acetate=1:4→1:2) to give (2,3,4-tri-O-acetyl... The solvent is CN(C=O)C (dimethylformamide). Starting materials: NC1=C2N=C(N(C2=NC(=N1)S)CC1=CC=CC=C1)O (6-amino-9-benzyl-8-hydroxy-2-mercaptopurine), C([O-])([O-])=O.[K+].[K+] (potassium carbonate), BrCCF (1-bromo-2-fluoroethane). Product: NC1=C2N=C(N(C2=NC(=N1)SCCF)CC1=CC=CC=C1)O (6-Amino-9-benzyl-2-[(2-fluoroethyl)thio]-8-hydroxypurine). Reaction conditions: time 4 hour. Isolated yield 63.9%. Reaction SMILES: [NH2:1][C:2]1[N:10]=[C:9]([SH:11])[N:8]=[C:7]2[C:3]=1[N:4]=[C:5]([OH:19])[N:6]2[CH2:12][C:13]1[CH:18]=[CH:17][CH:16]=[CH:15][CH:14]=1.C(=O)([O-])[O-].[K+].[K+].Br[CH2:27][CH2:28][F:29]>CN(C)C=O>[NH2:1][C:2]1[N:10]=[C:9]([S:11][CH2:27][CH2:28][F:29])[N:8]=[C:7]2[C:3]=1[N:4]=[C:5]([OH:19])[N:6]2[CH2:12][C:13]1[CH:18]=[CH:17][CH:16]=[CH:15][CH:14]=1 |f:1.2.3|. Reported procedure: Crude 6-amino-9-benzyl-8-hydroxy-2-mercaptopurine (134 mg, 0.49 mmol) was suspended in dimethylformamide (65 ml). To the suspension were added potassium carbonate (100 mg, 0.72 mmol) and 1-bromo-2-fluoroethane (0.05 ml, 0.7 mmol) in order. The mixture was stirred at room temperature for 4 hours. The solvent was removed in vacuo, and the residue was purified by silica gel chromatography (3% methanol/chloroform) to give the subject compound (100 mg, yield 64%).